This data is from the Open Reaction Database (ORD), a public repository of structured organic reaction records. The task is: describe an organic reaction: reactants, conditions, products, and yield Reactants: COC([C@@H](NC([C@@H](NC([C@@H](N([N+](=O)[O-])C(=O)OC(C)(C)C)CCCNC(N)=N)=O)C(C)C)=O)CC1=CC=C(C=C1)O)=O (t-butoxycarbonylnitroarginylvalyltyrosine methyl ester), Cl (hydrochloric acid). Solvent: C(C)(=O)O (acetic acid), O1CCOCC1 (dioxane). Run at time 5 minute. Yields the product Cl.COC([C@@H](NC([C@@H](NC([C@@H](N[N+](=O)[O-])CCCNC(N)=N)=O)C(C)C)=O)CC1=CC=C(C=C1)O)=O (nitroarginylvalyltyrosine methyl ester hydrochloride). Reaction SMILES: [CH3:1][O:2][C:3](=[O:42])[C@H:4]([CH2:34][C:35]1[CH:40]=[CH:39][C:38]([OH:41])=[CH:37][CH:36]=1)[NH:5][C:6](=[O:33])[C@H:7]([CH:30]([CH3:32])[CH3:31])[NH:8][C:9](=[O:29])[C@H:10]([CH2:22][CH2:23][CH2:24][NH:25][C:26](=[NH:28])[NH2:27])[N:11](C(OC(C)(C)C)=O)[N+:12]([O-:14])=[O:13].[ClH:43]>C(O)(=O)C.O1CCOCC1>[ClH:43].[CH3:1][O:2][C:3](=[O:42])[C@H:4]([CH2:34][C:35]1[CH:40]=[CH:39][C:38]([OH:41])=[CH:37][CH:36]=1)[NH:5][C:6](=[O:33])[C@H:7]([CH:30]([CH3:32])[CH3:31])[NH:8][C:9](=[O:29])[C@H:10]([CH2:22][CH2:23][CH2:24][NH:25][C:26](=[NH:27])[NH2:28])[NH:11][N+:12]([O-:14])=[O:13] |f:4.5|. Procedure details: 30.9 g of t-butoxycarbonylnitroarginylvalyltyrosine methyl ester is dissolved in 177 ml of acetic acid. To this solution is added 88.5 ml of 6 N hydrochloric acid in dioxane. The reaction is allowed to stand for five minutes and the solvent is removed under vacuum. The residue is triturated with ethyl ether. The resultant precipitate is filtered, washed with ethyl ether and dried in a vacuum oven at 55° C. to afford nitroarginylvalyltyrosine methyl ester hydrochloride. Reactants: CC(C)(C)OC(=O)NC1CCc2[nH]c(=O)n3cc(-c4ccccc4F)nc3c2C1, O=C(O)C(F)(F)F. Yields the product NC1CCc2[nH]c(=O)n3cc(-c4ccccc4F)nc3c2C1. Reaction SMILES: [C:1]([O:2][C:3](=[O:4])[NH:8][CH:9]1[CH2:10][c:11]2[c:12]3[n:13]([c:14](=[O:19])[nH:15][c:16]2[CH2:17][CH2:18]1)[cH:20][c:21](-[c:23]1[c:24]([F:29])[cH:25][cH:26][cH:27][cH:28]1)[n:22]3)([CH3:5])([CH3:6])[CH3:7].[OH:30][C:31]([C:32]([F:33])([F:34])[F:35])=[O:36]>>[NH2:8][CH:9]1[CH2:10][c:11]2[c:12]3[n:13]([c:14](=[O:19])[nH:15][c:16]2[CH2:17][CH2:18]1)[cH:20][c:21](-[c:23]1[c:24]([F:29])[cH:25][cH:26][cH:27][cH:28]1)[n:22]3. Reactants: COC=1C=C2C=CNC2=CC1 (5-Methoxy-1H-indole), [H-].[Na+] (sodium hydride), C(C1=CC=CC=C1)Br (benzyl bromide). Yields the product COC=1C=C2C=CN(C2=CC1)CC1=CC=CC=C1 (5-methoxy-1-(phenylmethyl)-1H-indole). RXN SMILES: [CH3:1][O:2][C:3]1[CH:4]=[C:5]2[C:9](=[CH:10][CH:11]=1)[NH:8][CH:7]=[CH:6]2.[H-].[Na+].[CH2:14](Br)[C:15]1[CH:20]=[CH:19][CH:18]=[CH:17][CH:16]=1>>[CH3:1][O:2][C:3]1[CH:4]=[C:5]2[C:9](=[CH:10][CH:11]=1)[N:8]([CH2:14][C:15]1[CH:20]=[CH:19][CH:18]=[CH:17][CH:16]=1)[CH:7]=[CH:6]2 |f:1.2|. Reported procedure: 5-Methoxy-1H-indole (5.6 g, 21.5 mmol) was reacted with 1.0 g (25 mmol) of 60% sodium hydride and then 3.0 mL (25 mmol) of benzyl bromide by the method described in Example 12, Part D to give crude 5-methoxy-1-(phenylmethyl)-1H-indole. This material was dissolved in 250 mL of methylene chloride, cooled to -5° C., 50 mL of 1M BBr3 /CH2Cl2 added, the cooling bath removed and the mixture stirred for 1.75 hours. Ice water was added and the mixture stirred. The organic layer was separated, washed wit... Reactants: C1(=CC=CC=C1)[SnH](C1=CC=CC=C1)C1=CC=CC=C1 (triphenyltin hydride), C(C=C)#N (acrylonitrile), N(=NC(C#N)(C)C)C(C#N)(C)C (2,2'-azobisisobutyronitrile). Run in C1(=CC=CC=C1)C (toluene). Conditions: temperature 60 celsius. Product: C1(=CC=CC=C1)[Sn](CCC#N)(C1=CC=CC=C1)C1=CC=CC=C1 (3-(triphenylstannyl)propionitrile). The yield is 100.0%. As a reaction SMILES: [C:1]1([SnH:7]([C:14]2[CH:19]=[CH:18][CH:17]=[CH:16][CH:15]=2)[C:8]2[CH:13]=[CH:12][CH:11]=[CH:10][CH:9]=2)[CH:6]=[CH:5][CH:4]=[CH:3][CH:2]=1.[C:20](#[N:23])[CH:21]=[CH2:22].N(C(C)(C)C#N)=NC(C)(C)C#N>C1(C)C=CC=CC=1>[C:14]1([Sn:7]([C:1]2[CH:2]=[CH:3][CH:4]=[CH:5][CH:6]=2)([C:8]2[CH:13]=[CH:12][CH:11]=[CH:10][CH:9]=2)[CH2:22][CH2:21][C:20]#[N:23])[CH:15]=[CH:16][CH:17]=[CH:18][CH:19]=1. Reported procedure: 9.1 g of the triphenyltin hydride (0.026 mol), prepared in the aforementioned example (1), 2.8 g of acrylonitrile (0.052 mol), 85 mg of 2,2'-azobisisobutyronitrile, and 25 ml of toluene were mixed together in a 100 ml four-neck flask equipped with a stirrer and reflux condenser, and stirred while heating for 6 hours at 60° C. After it was confirmed by means of an IR spectrum that the absorption of Sn-H bonds had completely disappeared, a crystal precipitate was separated by filtration. The filtr... Starting materials: CC(=O)OCCCCBr, O=C([O-])[O-], Oc1c(Cl)cc(OCc2ccccc2)cc1Cl, [K+], [K+], CN(C)C=O. Product: CC(=O)OCCCCOc1c(Cl)cc(OCc2ccccc2)cc1Cl. Reaction SMILES: [C:18]([CH3:19])(=[O:20])[O:21][CH2:22][CH2:23][CH2:24][CH2:25][Br:26].[C:27](=[O:28])([O-:29])[O-:30].[Cl:1][c:2]1[c:3]([OH:17])[c:4]([Cl:16])[cH:5][c:6]([O:8][CH2:9][c:10]2[cH:11][cH:12][cH:13][cH:14][cH:15]2)[cH:7]1.[K+:31].[K+:32].[O:33]=[CH:34][N:35]([CH3:36])[CH3:37]>>[Cl:1][c:2]1[c:3]([O:17][CH2:25][CH2:24][CH2:23][CH2:22][O:21][C:18]([CH3:19])=[O:20])[c:4]([Cl:16])[cH:5][c:6]([O:8][CH2:9][c:10]2[cH:11][cH:12][cH:13][cH:14][cH:15]2)[cH:7]1. The reactants are CO, COCCOC, [Cs+], [Cu]I, [I-], I, CC(C)CCO[N+](=O)[O-], Nc1ccc2cccnc2c1. Product: Ic1ccc2cccnc2c1. As a reaction SMILES: [CH3:24][OH:25].[CH3:28][O:29][CH2:30][CH2:31][O:32][CH3:33].[Cs+:13].[Cu:26][I:27].[I-:12].[I:14].[N+:15]([O-:16])([O:17][CH2:18][CH2:19][CH:20]([CH3:21])[CH3:22])=[O:23].[n:1]1[cH:2][cH:3][cH:4][c:5]2[cH:6][cH:7][c:8]([NH2:11])[cH:9][c:10]12>>[n:1]1[cH:2][cH:3][cH:4][c:5]2[cH:6][cH:7][c:8]([I:12])[cH:9][c:10]12.